Dataset: the Open Reaction Database (ORD), a public repository of structured organic reaction records. Task: describe an organic reaction: reactants, conditions, products, and yield Reactants: NC1=NN(C=C1[N+](=O)[O-])C1=CC=CC=C1 (3-amino-4-nitro-1-phenyl-1H-pyrazole), Cl (hydrochloric acid). Reagents/catalysts: [C].[Pd] (palladium-carbon). The solvent is CO (methanol). Conditions: time 1.5 hour. Yields the product NC1=NN(C=C1N)C1=CC=CC=C1 (3,4-diamino-1-phenyl-1H-pyrazole). Yield: 59.2%. RXN SMILES: [NH2:1][C:2]1[C:6]([N+:7]([O-])=O)=[CH:5][N:4]([C:10]2[CH:15]=[CH:14][CH:13]=[CH:12][CH:11]=2)[N:3]=1.Cl>CO.[C].[Pd]>[NH2:1][C:2]1[C:6]([NH2:7])=[CH:5][N:4]([C:10]2[CH:15]=[CH:14][CH:13]=[CH:12][CH:11]=2)[N:3]=1 |f:3.4|. Procedure: To a solution of 3-amino-4-nitro-1-phenyl-1H-pyrazole (200 mg, 0.98 mmol) in methanol (30 mL) were added conc. hydrochloric acid (0.5 mL) and 10% palladium-carbon (20 mg), and the mixture was stirred for 1.5 hours at room temperature under a hydrogen atmosphere. After removal of the catalyst by filtration, the filtrate was concentrated, and aqueous sodium bicarbonate solution was added to the resulting residue. The solution was extracted 5 times with chloroform, and the chloroform layer was drie... The reactants are CCO, COC(=O)c1cc(Cl)ccc1NC1CCCCC1, [Na+], [OH-]. Product: O=C(O)c1cc(Cl)ccc1NC1CCCCC1. Reaction SMILES: [CH3:21][CH2:22][OH:23].[Cl:1][c:2]1[cH:3][cH:4][c:5]([NH:12][CH:13]2[CH2:14][CH2:15][CH2:16][CH2:17][CH2:18]2)[c:6]([C:7](=[O:8])[O:9][CH3:10])[cH:11]1.[Na+:20].[OH-:19]>>[Cl:1][c:2]1[cH:3][cH:4][c:5]([NH:12][CH:13]2[CH2:14][CH2:15][CH2:16][CH2:17][CH2:18]2)[c:6]([C:7](=[O:8])[OH:9])[cH:11]1. Starting materials: C(C)OC(C1=CC=C(C=C1)NC1=NC(=CN(C1=O)C)C1=C(C(=CC=C1)NC(C1=CC=C(C=C1)C(C)(C)C)=O)C)=O (4-{6-[3-(4-tert-Butyl-benzoylamino)-2-methyl-phenyl]-4-methyl-3-oxo-3,4-dihydro-pyrazin-2-ylamino}-benzoic acid ethyl ester), [OH-].[Na+] (NaOH). Solvent: C(C)O (ethanol). The product is C(C)(C)(C)C1=CC=C(C(=O)NC=2C(=C(C=CC2)C2=CN(C(C(=N2)NC2=CC=C(C(=O)O)C=C2)=O)C)C)C=C1 (4-{6-[3-(4-tert-Butyl-benzoylamino)-2-methyl-phenyl]-4-methyl-3-oxo-3,4-dihydro-pyrazin-2-ylamino}-benzoic acid). Yield: 38.5%. Reaction SMILES: C([O:3][C:4](=[O:40])[C:5]1[CH:10]=[CH:9][C:8]([NH:11][C:12]2[C:17](=[O:18])[N:16]([CH3:19])[CH:15]=[C:14]([C:20]3[CH:25]=[CH:24][CH:23]=[C:22]([NH:26][C:27](=[O:38])[C:28]4[CH:33]=[CH:32][C:31]([C:34]([CH3:37])([CH3:36])[CH3:35])=[CH:30][CH:29]=4)[C:21]=3[CH3:39])[N:13]=2)=[CH:7][CH:6]=1)C.[OH-].[Na+]>C(O)C>[C:34]([C:31]1[CH:32]=[CH:33][C:28]([C:27]([NH:26][C:22]2[C:21]([CH3:39])=[C:20]([C:14]3[N:13]=[C:12]([NH:11][C:8]4[CH:7]=[CH:6][C:5]([C:4]([OH:40])=[O:3])=[CH:10][CH:9]=4)[C:17](=[O:18])[N:16]([CH3:19])[CH:15]=3)[CH:25]=[CH:24][CH:23]=2)=[O:38])=[CH:29][CH:30]=1)([CH3:37])([CH3:35])[CH3:36] |f:1.2|. Procedure: A mixture of give 4-{6-[3-(4-tert-butyl-benzoylamino)-2-methyl-phenyl]-4-methyl-3-oxo-3,4-dihydro-pyrazin-2-ylamino}-benzoic acid ethyl ester (6) (300 mg; 0.56 mmol), 1N NaOH (5 mL), and ethanol (5 mL) was heated at reflux for 1 hr. The mixture was cooled to room temperature and the resulting slurry was washed with ethyl acetate (2×40 mL) and the ethyl acetate was decanted off. The aqueous slurry was taken to pH 5 with 1N HCl, filtered, washed with water and then diethyl ether to give 4-{6-[3-(4... RXN SMILES: C(OC(=O)[N:7]([C:21]1[CH:26]=[CH:25][C:24]([F:27])=[C:23]([F:28])[CH:22]=1)[CH2:8][C:9](=[O:20])[NH:10][C:11]1[CH:16]=[C:15]([CH2:17]O)[CH:14]=[CH:13][C:12]=1[CH3:19])(C)(C)C.Cl.Cl.[N:32]1[CH:37]=[CH:36][CH:35]=[N:34][C:33]=1[N:38]1[CH2:43][CH2:42][NH:41][CH2:40][CH2:39]1>CS(C)=O>[F:28][C:23]1[CH:22]=[C:21]([NH:7][CH2:8][C:9]([NH:10][C:11]2[CH:16]=[C:15]([CH2:17][N:41]3[CH2:42][CH2:43][N:38]([C:33]4[N:32]=[CH:37][CH:36]=[CH:35][N:34]=4)[CH2:39][CH2:40]3)[CH:14]=[CH:13][C:12]=2[CH3:19])=[O:20])[CH:26]=[CH:25][C:24]=1[F:27] |f:1.2.3|. Solvent: CS(=O)C (dimethyl sulfoxide). Reported procedure: Prepared according to the procedure of Example 11c) using (3,4-difluoro-phenyl)-[(5-hydroxymethyl-2-methyl-phenylcarbamoyl)-methyl]-carbamic acid tert-butyl ester and 1-(2-pyrimidyl)piperazine dihydrochloride to give the title compound as a 10 mM solution in dimethyl sulfoxide. An aliquot (30 mL) of this solution was diluted with dimethyl sulfoxide/water (220 mL of a 1:1 mixture) was analysed by HPLC on a 20 mm×3.9 mm Waters Symmetry C8 column, eluting with 30%-95% acetonitrile/ammonium acetate. The reactants are C(C)(C)(C)OC(N(CC(NC1=C(C=CC(=C1)CO)C)=O)C1=CC(=C(C=C1)F)F)=O ((3,4-difluoro-phenyl)-[(5-hydroxymethyl-2-methyl-phenylcarbamoyl)-methyl]-carbamic acid tert-butyl ester), Cl.Cl.N1=C(N=CC=C1)N1CCNCC1 (1-(2-pyrimidyl)piperazine dihydrochloride). Product: FC=1C=C(C=CC1F)NCC(=O)NC1=C(C=CC(=C1)CN1CCN(CC1)C1=NC=CC=N1)C (2-(3,4-Difluoro-phenylamino)-N-[2-methyl-5-(4-pyrimidin-2-yl-piperazin-1-ylmethyl)-phenyl]-acetamide), solution.